The task is: describe an organic reaction: reactants, conditions, products, and yield. This data is from the Open Reaction Database (ORD), a public repository of structured organic reaction records. Starting materials: ClC1=CN=C2C(C(NC2=C1)=O)C(C1=CC(=CS1)Cl)=O (6-chloro-3-(4-chloro-2-thenoyl)-4-azaoxindole), ClC1=CN=C2C(C(NC2=C1)=O)C(C1=CC(=CS1)Cl)=O (6-chloro-3-(4-chloro-2-thenoyl)-4-azaoxindole), C(=NS(=O)(=O)Cl)=O (N-chlorosulfonyl isocyanate). Solvent: C(C)#N (acetonitrile). Product: ClC1=CN=C2C(C(N(C2=C1)C(=O)N)=O)C(C1=CC(=CS1)Cl)=O (6-Chloro-3-(4-chloro-2-thenoyl)-4-azaoxindole-1-carboxamide). Reaction SMILES: [Cl:1][C:2]1[CH:10]=[C:9]2[C:5]([CH:6]([C:12](=[O:19])[C:13]3[S:17][CH:16]=[C:15]([Cl:18])[CH:14]=3)[C:7](=[O:11])[NH:8]2)=[N:4][CH:3]=1.[C:20](=[O:26])=[N:21]S(Cl)(=O)=O>C(#N)C>[Cl:1][C:2]1[CH:10]=[C:9]2[C:5]([CH:6]([C:12](=[O:19])[C:13]3[S:17][CH:16]=[C:15]([Cl:18])[CH:14]=3)[C:7](=[O:11])[N:8]2[C:20]([NH2:21])=[O:26])=[N:4][CH:3]=1. Procedure: The title compound was prepared from 6-chloro-3-(4-chloro-2-thenoyl)-4-azaoxindole according to the procedure of Example 2C using 6-chloro-3-(4-chloro-2-thenoyl)-4-azaoxindole (850 mg, 2.7 mmol), N-chlorosulfonyl isocyanate (0.35 mL, 4.0 mmol) and acetonitrile (30 mL). The crude product was recrystallized from acetic acid. Yield: 280 mg (29%).